describe an organic reaction: reactants, conditions, products, and yield From a dataset of the Open Reaction Database (ORD), a public repository of structured organic reaction records. Starting materials: ClC1=CC(=NC2=CC=C(C=C12)C)C1NC2=C(C(CC1)(F)F)C=CC=C2 (2-(4-chloro-6-methylquinolin-2-yl)-5,5-difluoro-2,3,4,5-tetrahydro-1H-benzazepine), NC1(COC1)CNC1=CC(=NC2=CC=C(C=C12)C)N1CC2=C(/C(/CC1)=N/OC)C=CC=C2 (N-[(3-Aminooxetan-3-yl)methyl]-2-[(5E)-5-(methoxyimino)-1,3,4,5-tetrahydro-2H-2-benzazepin-2-yl]-6-methylquinolin-4-amine), ClC1=NC2=CC=C(C=C2C(=C1)Cl)C (2,4-dichoro-6-methylquinoline), CON=C1CCNCC2=C1C=CC=C2 (N-methoxy-1,2,3,4-tetrahydro-5H-2-benzazepin-5-imine). Yields the product ClC1=CC(=NC2=CC=C(C=C12)C)N1CC2=C(\C(\CC1)=N\OC)C=CC=C2 ((5E)-2-(4-Chloro-6-methylquinolin-2-yl)-N-methoxy-1,2,3,4-tetrahydro-5H-2-benzazepin-5-imine). As a reaction SMILES: [Cl:1][C:2]1[C:11]2[C:6](=[CH:7][CH:8]=[C:9]([CH3:12])[CH:10]=2)[N:5]=[C:4](C2CCC(F)(F)C3C=CC=CC=3N2)[CH:3]=1.ClC1C=C(Cl)C2C(=CC=C(C)C=2)N=1.[CH3:39][O:40][N:41]=[C:42]1[C:48]2[CH:49]=[CH:50][CH:51]=[CH:52][C:47]=2[CH2:46][NH:45][CH2:44][CH2:43]1.NC1(CNC2C3C(=CC=C(C)C=3)N=C(N3CC/C(=N\OC)/C4C=CC=CC=4C3)C=2)COC1>>[Cl:1][C:2]1[C:11]2[C:6](=[CH:7][CH:8]=[C:9]([CH3:12])[CH:10]=2)[N:5]=[C:4]([N:45]2[CH2:44][CH2:43]/[C:42](=[N:41]\[O:40][CH3:39])/[C:48]3[CH:49]=[CH:50][CH:51]=[CH:52][C:47]=3[CH2:46]2)[CH:3]=1. Procedure: The title compound was prepared in analogy to 2-(4-chloro-6-methylquinolin-2-yl)-5,5-difluoro-2,3,4,5-tetrahydro-1H-benzazepine in Example 110-1 in Scheme 56 by using 2,4-dichoro-6-methylquinoline and N-methoxy-1,2,3,4-tetrahydro-5H-2-benzazepin-5-imine. N-[(3-Aminooxetan-3-yl)methyl]-2-[(5E)-5-(methoxyimino)-1,3,4,5-tetrahydro-2H-2-benzazepin-2-yl]-6-methylquinolin-4-amine RXN SMILES: [CH3:1][O:2][C:3]([CH:4]([NH:5][C:6](=[O:7])[C:8]1([c:13]2[cH:14][cH:15][cH:16][cH:17][cH:18]2)[CH2:9][CH2:10][CH2:11][CH2:12]1)[CH2:19][c:20]1[cH:21][cH:22][c:23]([N+:26]([O-:27])=[O:28])[cH:24][cH:25]1)=[O:29].[CH3:31][CH2:32][OH:33].[Cl-:30]>>[CH3:1][O:2][C:3]([CH:4]([NH:5][C:6](=[O:7])[C:8]1([c:13]2[cH:14][cH:15][cH:16][cH:17][cH:18]2)[CH2:9][CH2:10][CH2:11][CH2:12]1)[CH2:19][c:20]1[cH:21][cH:22][c:23]([NH2:26])[cH:24][cH:25]1)=[O:29]. The product is COC(=O)C(Cc1ccc(N)cc1)NC(=O)C1(c2ccccc2)CCCC1. Starting materials: COC(=O)C(Cc1ccc([N+](=O)[O-])cc1)NC(=O)C1(c2ccccc2)CCCC1, CCO, [Cl-]. Starting materials: ClCCl, O=S(=O)(Cl)Cl, CCCc1cc(OCC)c2c(c1OC)S(=O)(=O)N(CSc1ccccc1)C2=O. The product is CCCc1cc(OCC)c2c(c1OC)S(=O)(=O)N(CCl)C2=O. As a reaction SMILES: [Cl:34][CH2:35][Cl:36].[S:29]([Cl:30])(=[O:31])([Cl:32])=[O:33].[c:1]1([S:2][CH2:8][N:9]2[S:10](=[O:11])(=[O:12])[c:13]3[c:14]([O:27][CH3:28])[c:15]([CH2:24][CH2:25][CH3:26])[cH:16][c:17]([O:21][CH2:22][CH3:23])[c:18]3[C:19]2=[O:20])[cH:3][cH:4][cH:5][cH:6][cH:7]1>>[CH2:8]([N:9]1[S:10](=[O:11])(=[O:12])[c:13]2[c:14]([O:27][CH3:28])[c:15]([CH2:24][CH2:25][CH3:26])[cH:16][c:17]([O:21][CH2:22][CH3:23])[c:18]2[C:19]1=[O:20])[Cl:32]. The reactants are FC1=CC=C(C=C1)C=1C(=NN(C1C(F)(F)F)CC(=O)[O-])C1=CC=C(C=C1)S(=O)(=O)C ([4-(4-fluorophenyl)-3-[4-(methylsulfonyl)phenyl]-5-(trifluoromethyl)-1H-pyrazol-1-yl]acetate), C(=O)(N1C=NC=C1)N1C=NC=C1 (1,1'-carbonyldiimidazole), [OH-].[NH4+] (ammonium hydroxide). Run in O (water), C1CCOC1 (THF). Run at temperature 25 celsius, time 18 hour. Yields the product FC1=CC=C(C=C1)C=1C(=NN(C1C(F)(F)F)CC(=O)N)C1=CC=C(C=C1)S(=O)(=O)C ([4-(4-fluorophenyl)-3-[4-(methylsulfonyl)phenyl]-5-(trifluoromethyl)-1H-pyrazol-1-yl]acetamide). Isolated yield 62.9%. Reaction SMILES: [F:1][C:2]1[CH:7]=[CH:6][C:5]([C:8]2[C:9]([C:21]3[CH:26]=[CH:25][C:24]([S:27]([CH3:30])(=[O:29])=[O:28])=[CH:23][CH:22]=3)=[N:10][N:11]([CH2:17][C:18]([O-:20])=O)[C:12]=2[C:13]([F:16])([F:15])[F:14])=[CH:4][CH:3]=1.C(N1C=CN=C1)([N:33]1C=CN=C1)=O.[OH-].[NH4+]>C1COCC1.O>[F:1][C:2]1[CH:3]=[CH:4][C:5]([C:8]2[C:9]([C:21]3[CH:22]=[CH:23][C:24]([S:27]([CH3:30])(=[O:29])=[O:28])=[CH:25][CH:26]=3)=[N:10][N:11]([CH2:17][C:18]([NH2:33])=[O:20])[C:12]=2[C:13]([F:14])([F:16])[F:15])=[CH:6][CH:7]=1 |f:2.3|. Procedure: To a solution of [4-(4-fluorophenyl)-3-[4-(methylsulfonyl)phenyl]-5-(trifluoromethyl)-1H-pyrazol-1-yl]acetic acid (Example 10) (0.24 g, 0.54 mmol) in THF (6 mL) was added 0.10 g of 1,1'-carbonyldiimidazole at 25° C. under nitrogen. After gas evolution had ceased (approx. 30 minutes), 6 mL conc. ammonium hydroxide was added and the mixture stirred at 25° C. for 18 hours. The reaction mixture was diluted with water, extracted with two portions ethyl acetate and the organic layer washed successivel... The reactants are [Li+].[OH-] (LiOH), monohydrate, C1(CCCC1)CCNC(=O)C=1C=CC(=C(C(=O)OC)C1)C (methyl 5-((2-cyclopentylethyl)carbamoyl)-2-methylbenzoate). Solvent: O (water), C1CCOC1 (THF). Reaction conditions: time 18 hour. The product is C1(CCCC1)CCNC(=O)C=1C=CC(=C(C(=O)O)C1)C (5-((2-cyclopentylethyl)carbamoyl)-2-methylbenzoic acid). RXN SMILES: [CH:1]1([CH2:6][CH2:7][NH:8][C:9]([C:11]2[CH:12]=[CH:13][C:14]([CH3:21])=[C:15]([CH:20]=2)[C:16]([O:18]C)=[O:17])=[O:10])[CH2:5][CH2:4][CH2:3][CH2:2]1.[Li+].[OH-]>C1COCC1.O>[CH:1]1([CH2:6][CH2:7][NH:8][C:9]([C:11]2[CH:12]=[CH:13][C:14]([CH3:21])=[C:15]([CH:20]=2)[C:16]([OH:18])=[O:17])=[O:10])[CH2:5][CH2:4][CH2:3][CH2:2]1 |f:1.2|. Reported procedure: To methyl 5-((2-cyclopentylethyl)carbamoyl)-2-methylbenzoate (1.2 g, 4.3 mmol) dissolved in THF (15 mL) was added a solution of LiOH, monohydrate (0.27 g, 6.4 mmol) in water (15 mL). The reaction mixture was stirred at RT for 18 h. THF was removed, the residue was extracted with ether (5 mL) and the layers were separated. To the aqueous layer was added 2N HCl until pH 4-5 (a lot of precipitate formed). The solid was collected by filtration, washed with water, dried to give 5-((2-cyclopentylethyl... Starting materials: solution, C(CCC)[Li] (n-butyl lithium), C(C(C)C)(=O)OC (methyl isobutyrate), BrC1=CC=C(CBr)C=C1 (4-bromobenzyl bromide), C(C)(C)NC(C)C (diisopropylamine), C(CC(O)(C(=O)O)CC(=O)O)(=O)O (citric acid). Solvent: CCCCCC (hexane), O1CCCC1 (tetrahydrofuran). Reaction conditions: temperature -70 celsius, time 30 minute. The product is BrC1=CC=C(C=C1)CC(C)(C)C(=O)OC (1-bromo-4-(2-methoxycarbonyl-2-methylpropyl)benzene). Isolated yield 71.9%. Reaction SMILES: C([Li])CCC.C(NC(C)C)(C)C.[C:13]([O:18][CH3:19])(=[O:17])[CH:14]([CH3:16])[CH3:15].[Br:20][C:21]1[CH:28]=[CH:27][C:24]([CH2:25]Br)=[CH:23][CH:22]=1.C(O)(=O)CC(CC(O)=O)(C(O)=O)O>CCCCCC.O1CCCC1>[Br:20][C:21]1[CH:28]=[CH:27][C:24]([CH2:25][C:14]([C:13]([O:18][CH3:19])=[O:17])([CH3:16])[CH3:15])=[CH:23][CH:22]=1. Procedure details: A 1.25M solution of n-butyl lithium in hexane (32 ml) was cooled to 0° C. under an argon atmosphere and diisopropylamine (4.05 g; 5.24 ml) was added slowly. The resulting mixture was cooled to -70° C. and stirred while methyl isobutyrate (4.08g; 4.58 ml) was added dropwise while maintaining the temperature at <-60° C. After a further 30 minutes at -70° C., a solution of 4-bromobenzyl bromide (10.0 g) in anhydrous tetrahydrofuran (20 ml) was added and the temperature was maintained at -70° C. for... Reactants: acetone hexanes, C(C1=CC=CC=C1)OC1=CC=2CC[C@H]3[C@@H]4CCC([C@@]4(C)CC[C@@H]3C2C=C1)=O (3-benzyloxy-1,3,5(10)-estratrien-17-one), COC(OC)=O (dimethylcarbonate), [H-].[K+] (potassium hydride). Solvent: C1CCOC1 (THF), C1CCOC1 (THF). Yields the product C(C1=CC=CC=C1)OC1=CC=2CC[C@H]3[C@@H]4C[C@H](C([C@@]4(C)CC[C@@H]3C2C=C1)=O)C(=O)OC (3-benzyloxy-16α,β-(methoxycarbonyl)-1,3,5(10)-estratrien-17-one). The yield is 90.0%. RXN SMILES: [CH2:1]([O:8][C:9]1[CH:26]=[CH:25][C:24]2[C@@H:23]3[C@H:14]([C@H:15]4[C@@:19]([CH2:21][CH2:22]3)([CH3:20])[C:18](=[O:27])[CH2:17][CH2:16]4)[CH2:13][CH2:12][C:11]=2[CH:10]=1)[C:2]1[CH:7]=[CH:6][CH:5]=[CH:4][CH:3]=1.[CH3:28][O:29][C:30](=O)[O:31]C.[H-].[K+]>C1COCC1>[CH2:1]([O:8][C:9]1[CH:26]=[CH:25][C:24]2[C@@H:23]3[C@H:14]([C@H:15]4[C@@:19]([CH2:21][CH2:22]3)([CH3:20])[C:18](=[O:27])[C@H:17]([C:30]([O:29][CH3:28])=[O:31])[CH2:16]4)[CH2:13][CH2:12][C:11]=2[CH:10]=1)[C:2]1[CH:3]=[CH:4][CH:5]=[CH:6][CH:7]=1 |f:2.3|. Procedure: A solution of 3-benzyloxy-1,3,5(10)-estratrien-17-one (2) (4.00 g, 11.1 mmol) in dry THF (5 mL) was added over a period of 30 min to a solution of dimethylcarbonate (2.34 mL, 27.8 mmol) and potassium hydride (1.42 g, 34.7 mmol) in dry THF (40 mL). Then, the mixture was heated to reflux for a period of 3 h. Most of the solvent was then evaporated and the residue was diluted with ethyl acetate (100 mL) and treated with a saturated ammonium chloride solution (50 mL). The organic phase was washed wi... Starting materials: Cc1cncc(C(=O)O)c1, CCN=C=NCCCN(C)C, CCOC(C)=O, NNC(=O)c1ccc2nc(-c3c(Cl)cccc3Cl)[nH]c2c1, CN(C)C=O, O, On1nnc2ccccc21. Yields the product Cc1cncc(C(=O)NNC(=O)c2ccc3nc(-c4c(Cl)cccc4Cl)[nH]c3c2)c1. As a reaction SMILES: [CH3:22][c:23]1[cH:24][n:25][cH:26][c:27]([C:28](=[O:29])[OH:30])[cH:31]1.[CH3:32][CH2:33][N:34]=[C:35]=[N:36][CH2:37][CH2:38][CH2:39][N:40]([CH3:41])[CH3:42].[CH3:53][CH2:54][O:55][C:56]([CH3:57])=[O:58].[Cl:1][c:2]1[c:3](-[c:9]2[nH:10][c:11]3[c:12]([n:13]2)[cH:14][cH:15][c:16]([C:18](=[O:19])[NH:20][NH2:21])[cH:17]3)[c:4]([Cl:8])[cH:5][cH:6][cH:7]1.[O:60]=[CH:61][N:62]([CH3:63])[CH3:64].[OH2:59].[OH:43][n:44]1[c:45]2[c:46]([cH:47][cH:48][cH:49][cH:50]2)[n:51][n:52]1>>[Cl:1][c:2]1[c:3](-[c:9]2[nH:10][c:11]3[c:12]([n:13]2)[cH:14][cH:15][c:16]([C:18](=[O:19])[NH:20][NH:21][C:28]([c:27]2[cH:26][n:25][cH:24][c:23]([CH3:22])[cH:31]2)=[O:29])[cH:17]3)[c:4]([Cl:8])[cH:5][cH:6][cH:7]1.